From a dataset of the Open Reaction Database (ORD), a public repository of structured organic reaction records. describe an organic reaction: reactants, conditions, products, and yield The reactants are NC1=CC=2C(C3=CC=C(C=C3OC2C=C1)C1=NN=NN1)=O (2-Amino-6-(5-tetrazolyl)xanthone), ice, O (water), N(=O)[O-].[Na+] (sodium nitrite). Solvent: S(O)(O)(=O)=O (sulphuric acid). Reaction conditions: temperature 15 celsius, time 1 hour. Product: OC1=CC=2C(C3=CC=C(C=C3OC2C=C1)C1=NN=NN1)=O (2-Hydroxy-6-(5-tetrazolyl)xanthone). As a reaction SMILES: N[C:2]1[CH:15]=[CH:14][C:13]2[O:12][C:11]3[C:6](=[CH:7][CH:8]=[C:9]([C:16]4[NH:20][N:19]=[N:18][N:17]=4)[CH:10]=3)[C:5](=[O:21])[C:4]=2[CH:3]=1.N([O-])=[O:23].[Na+].O>S(=O)(=O)(O)O>[OH:23][C:2]1[CH:15]=[CH:14][C:13]2[O:12][C:11]3[C:6](=[CH:7][CH:8]=[C:9]([C:16]4[NH:20][N:19]=[N:18][N:17]=4)[CH:10]=3)[C:5](=[O:21])[C:4]=2[CH:3]=1 |f:1.2|. Procedure: The aminoxanthone from step (C) (14.4 g) was dissolved in concentrated sulphuric acid (250 ml) and to the stirred solution at 10°-15° C. was added in portions sodium nitrite (3.6 g). The solution was then stirred at 15° C. for 1 hr, poured on to ice (2 kg) and water (2.5 l). The mixture was slowly brought to the broil and boiled under reflux for 1 hr. The resulting yellow product was filtered off, washed well with water and dried.